This data is from the Open Reaction Database (ORD), a public repository of structured organic reaction records. The task is: describe an organic reaction: reactants, conditions, products, and yield Starting materials: C, CCO, Cl, OC(c1ccc2c(c1)N(C1CCN(CCc3ccc(F)cc3)CC1)CC2)c1ccccn1, [Pd]. Yields the product Fc1ccc(CCN2CCC(N3CCc4ccc(Cc5ccccn5)cc43)CC2)cc1. Reaction SMILES: [C:37].[CH3:34][CH2:35][OH:36].[ClH:33].[F:1][c:2]1[cH:3][cH:4][c:5]([CH2:6][CH2:7][N:8]2[CH2:9][CH2:10][CH:11]([N:14]3[CH2:15][CH2:16][c:17]4[cH:18][cH:19][c:20]([CH:23]([c:24]5[n:25][cH:26][cH:27][cH:28][cH:29]5)[OH:30])[cH:21][c:22]43)[CH2:12][CH2:13]2)[cH:31][cH:32]1.[Pd:38]>>[F:1][c:2]1[cH:3][cH:4][c:5]([CH2:6][CH2:7][N:8]2[CH2:9][CH2:10][CH:11]([N:14]3[CH2:15][CH2:16][c:17]4[cH:18][cH:19][c:20]([CH2:23][c:24]5[n:25][cH:26][cH:27][cH:28][cH:29]5)[cH:21][c:22]43)[CH2:12][CH2:13]2)[cH:31][cH:32]1. Reactants: [BH4-], O=C(NC(Cc1ccccc1)C(=O)O)OCc1ccccc1, CCCCCC, CO, CC(=O)Cl, [Na+], C1CCOC1. Product: O=C(NC(Cc1ccccc1)C(O)CCl)OCc1ccccc1. Reaction SMILES: [BH4-:27].[CH2:5]([c:6]1[cH:7][cH:8][cH:9][cH:10][cH:11]1)[O:12][C:13](=[O:14])[NH:15][CH:16]([CH2:17][c:18]1[cH:19][cH:20][cH:21][cH:22][cH:23]1)[C:24](=[O:25])[OH:26].[CH3:29][CH2:30][CH2:31][CH2:32][CH2:33][CH3:34].[CH3:35][OH:36].[Cl:1][C:2]([CH3:3])=[O:4].[Na+:28].[O:37]1[CH2:38][CH2:39][CH2:40][CH2:41]1>>[Cl:1][CH2:2][CH:24]([CH:16]([NH:15][C:13]([O:12][CH2:5][c:6]1[cH:7][cH:8][cH:9][cH:10][cH:11]1)=[O:14])[CH2:17][c:18]1[cH:19][cH:20][cH:21][cH:22][cH:23]1)[OH:26]. Reactants: solution, C(CCC)[Li] (n-butyllithium), [Br-].OC1=C(C[P+](C2=CC=CC=C2)(C2=CC=CC=C2)C2=CC=CC=C2)C=CC=C1 ((2-hydroxybenzyl)triphenylphosphonium bromide), C(C)OC(CC1(CC1)CCC(CC1=CC=C(C(=O)OC(C)(C)C)C=C1)C=O)=O (tert-butyl 4-{4-[1-(2-ethoxy-2-oxoethyl)cyclopropyl]-2-formylbutyl}benzoate), [Cl-].[NH4+] (ammonium chloride). Solvent: CCCCCC (hexane), C1CCOC1 (THF). Conditions: time 45 minute. The product is C(C)OC(CC1(CC1)CCC(CC1=CC=C(C(=O)OC(C)(C)C)C=C1)\C=C\C1=C(C=CC=C1)O)=O (tert-Butyl 4-[(3E)-2-{2-[1-(2-ethoxy-2-oxoethyl)cyclopropyl]ethyl}-4-(2-hydroxyphenyl)but-3-en-1-yl]benzoate). Reaction SMILES: C([Li])CCC.[Br-].[OH:7][C:8]1[CH:33]=[CH:32][CH:31]=[CH:30][C:9]=1[CH2:10][P+](C1C=CC=CC=1)(C1C=CC=CC=1)C1C=CC=CC=1.[CH2:34]([O:36][C:37](=[O:61])[CH2:38][C:39]1([CH2:42][CH2:43][CH:44]([CH:59]=O)[CH2:45][C:46]2[CH:58]=[CH:57][C:49]([C:50]([O:52][C:53]([CH3:56])([CH3:55])[CH3:54])=[O:51])=[CH:48][CH:47]=2)[CH2:41][CH2:40]1)[CH3:35].[Cl-].[NH4+]>CCCCCC.C1COCC1>[CH2:34]([O:36][C:37](=[O:61])[CH2:38][C:39]1([CH2:42][CH2:43][CH:44](/[CH:59]=[CH:10]/[C:9]2[CH:30]=[CH:31][CH:32]=[CH:33][C:8]=2[OH:7])[CH2:45][C:46]2[CH:58]=[CH:57][C:49]([C:50]([O:52][C:53]([CH3:54])([CH3:55])[CH3:56])=[O:51])=[CH:48][CH:47]=2)[CH2:41][CH2:40]1)[CH3:35] |f:1.2,4.5|. Procedure: At 0° C., 3.11 ml (7.78 mmol) of a 2.5 M solution of n-butyllithium in hexane are added slowly to a solution of 1.874 g (4.2 mmol) of (2-hydroxybenzyl)triphenylphosphonium bromide in 25 ml of anhydrous THF, and the mixture is stirred for 45 minutes. At this temperature, 1.080 g (2.78 mmol) of tert-butyl 4-{4-[1-(2-ethoxy-2-oxoethyl)cyclopropyl]-2-formylbutyl}benzoate are metered in slowly, and the mixture is stirred at 0° C. for four hours. After complete conversion, saturated ammonium chloride ... Reactants: Cc1ccc(N)cc1C, CCO, O=[N+]([O-])c1cc([N+](=O)[O-])c(F)cc1O. Product: Cc1ccc(Nc2cc(O)c([N+](=O)[O-])cc2[N+](=O)[O-])cc1C. As a reaction SMILES: [CH3:1][c:2]1[cH:3][cH:4][c:5]([NH2:6])[cH:7][c:8]1[CH3:9].[CH3:24][CH2:25][OH:26].[N+:10](=[O:11])([O-:12])[c:13]1[c:14]([F:23])[cH:15][c:16]([OH:22])[c:17]([N+:19](=[O:20])[O-:21])[cH:18]1>>[CH3:1][c:2]1[cH:3][cH:4][c:5]([NH:6][c:14]2[c:13]([N+:10](=[O:11])[O-:12])[cH:18][c:17]([N+:19](=[O:20])[O-:21])[c:16]([OH:22])[cH:15]2)[cH:7][c:8]1[CH3:9]. The reactants are S(=O)(=O)(OC)OC (dimethyl sulfate), C(CCC)C=1NC=CN1 (butylimidazole), C(CCCCCCC)O (1-octanol). Run in CO (methanol). The product is C(CCCCCCC)OS(=O)(=O)[O-].C(CCC)[N+]1=CN(C=C1)C (1-butyl-3-methylimidazolium 1-octyl sulfate). RXN SMILES: [S:1]([O:6]C)([O:4][CH3:5])(=[O:3])=[O:2].C([C:12]1[NH:13][CH:14]=[CH:15][N:16]=1)CCC.[CH2:17](O)[CH2:18][CH2:19][CH2:20][CH2:21][CH2:22][CH2:23][CH3:24]>CO>[CH2:5]([O:4][S:1]([O-:6])(=[O:3])=[O:2])[CH2:17][CH2:18][CH2:19][CH2:20][CH2:21][CH2:22][CH3:23].[CH2:21]([N+:16]1[CH:15]=[CH:14][N:13]([CH3:5])[CH:12]=1)[CH2:22][CH2:23][CH3:24] |f:4.5|. Procedure details: In a 250 ml Schlenk flask, 48.04 g (0.381 moles) of dimethyl sulfate was slowly added dropwise to 47.31 g (0.381 moles) of butylimidazole with ice cooling and under a blanket gas. Stirring of the mixture was continued at room temperature over night. After the addition of 62.72 g (0.482 moles; 1.26 equ.) of 1-octanol and 0.67 g of Dowex ion-exchanger washed with acetone and dried under high vacuum, the mixture was allowed to react over night at 140° C., and at the same time, the by-product methan... Reactants: C[O-], CO, ClCCl, Fc1cc(-c2cnc(-c3nn(Cc4ccccc4F)c4ncccc34)nc2)ccn1, [Na+]. Yields the product COc1cc(-c2cnc(-c3nn(Cc4ccccc4F)c4ncccc34)nc2)ccn1. As a reaction SMILES: [CH3:31][O-:32].[CH3:34][OH:35].[Cl:36][CH2:37][Cl:38].[F:1][c:2]1[c:3]([CH2:4][n:5]2[n:6][c:7](-[c:14]3[n:15][cH:16][c:17](-[c:20]4[cH:21][c:22]([F:26])[n:23][cH:24][cH:25]4)[cH:18][n:19]3)[c:8]3[c:9]2[n:10][cH:11][cH:12][cH:13]3)[cH:27][cH:28][cH:29][cH:30]1.[Na+:33]>>[F:1][c:2]1[c:3]([CH2:4][n:5]2[n:6][c:7](-[c:14]3[n:15][cH:16][c:17](-[c:20]4[cH:21][c:22]([O:32][CH3:31])[n:23][cH:24][cH:25]4)[cH:18][n:19]3)[c:8]3[c:9]2[n:10][cH:11][cH:12][cH:13]3)[cH:27][cH:28][cH:29][cH:30]1. The reactants are CCNCC, CCOC(=O)c1c(CCl)nc2sc(C)c(C)c2c1-c1ccc2c(c1)OCO2, ClCCl. The product is CCOC(=O)c1c(CN(CC)CC)nc2sc(C)c(C)c2c1-c1ccc2c(c1)OCO2. As a reaction SMILES: [CH2:28]([CH3:29])[NH:30][CH2:31][CH3:32].[Cl:1][CH2:2][c:3]1[c:4]([C:23](=[O:24])[O:25][CH2:26][CH3:27])[c:5](-[c:14]2[cH:15][c:16]3[c:17]([cH:18][cH:19]2)[O:20][CH2:21][O:22]3)[c:6]2[c:7]([n:8]1)[s:9][c:10]([CH3:13])[c:11]2[CH3:12].[Cl:33][CH2:34][Cl:35]>>[CH2:2]([c:3]1[c:4]([C:23](=[O:24])[O:25][CH2:26][CH3:27])[c:5](-[c:14]2[cH:15][c:16]3[c:17]([cH:18][cH:19]2)[O:20][CH2:21][O:22]3)[c:6]2[c:7]([n:8]1)[s:9][c:10]([CH3:13])[c:11]2[CH3:12])[N:30]([CH2:28][CH3:29])[CH2:31][CH3:32].